Dataset: the Open Reaction Database (ORD), a public repository of structured organic reaction records. Task: describe an organic reaction: reactants, conditions, products, and yield Reactants: CC(C)(C)OC(=O)CBr, O=C([O-])[O-], CC#N, N#Cc1ccc2[nH]c(C3CC3)cc2c1C(F)(F)F, [Cs+], [Cs+]. Yields the product CC(C)(C)OC(=O)Cn1c(C2CC2)cc2c(C(F)(F)F)c(C#N)ccc21. Reaction SMILES: [Br:25][CH2:26][C:27](=[O:28])[O:29][C:30]([CH3:31])([CH3:32])[CH3:33].[C:19](=[O:20])([O-:21])[O-:22].[CH3:34][C:35]#[N:36].[CH:1]1([c:4]2[nH:5][c:6]3[cH:7][cH:8][c:9]([C:17]#[N:18])[c:10]([C:13]([F:14])([F:15])[F:16])[c:11]3[cH:12]2)[CH2:2][CH2:3]1.[Cs+:23].[Cs+:24]>>[CH:1]1([c:4]2[n:5]([CH2:26][C:27](=[O:28])[O:29][C:30]([CH3:31])([CH3:32])[CH3:33])[c:6]3[cH:7][cH:8][c:9]([C:17]#[N:18])[c:10]([C:13]([F:14])([F:15])[F:16])[c:11]3[cH:12]2)[CH2:2][CH2:3]1.